Dataset: the Open Reaction Database (ORD), a public repository of structured organic reaction records. Task: describe an organic reaction: reactants, conditions, products, and yield The reactants are CC(C)(C)OC(=O)N1CCCC(O)C(N)C1, CN(C)c1ccccn1, C(=NC1CCCCC1)=NC1CCCCC1, ClCCl, O, O=C(O)c1ccncc1. Product: CC(C)(C)OC(=O)N1CCCC(O)C(NC(=O)c2ccncc2)C1. As a reaction SMILES: [C:1]([CH3:2])([CH3:3])([CH3:4])[O:5][C:6](=[O:7])[N:8]1[CH2:9][CH:10]([NH2:16])[CH:11]([OH:15])[CH2:12][CH2:13][CH2:14]1.[CH3:26][N:27]([c:28]1[cH:29][cH:30][cH:31][cH:32][n:33]1)[CH3:34].[CH:35]1([N:36]=[C:37]=[N:38][CH:39]2[CH2:40][CH2:41][CH2:42][CH2:43][CH2:44]2)[CH2:45][CH2:46][CH2:47][CH2:48][CH2:49]1.[Cl:50][CH2:51][Cl:52].[OH2:53].[n:17]1[cH:18][cH:19][c:20]([C:23](=[O:24])[OH:25])[cH:21][cH:22]1>>[C:1]([CH3:2])([CH3:3])([CH3:4])[O:5][C:6](=[O:7])[N:8]1[CH2:9][CH:10]([NH:16][C:23]([c:20]2[cH:19][cH:18][n:17][cH:22][cH:21]2)=[O:24])[CH:11]([OH:15])[CH2:12][CH2:13][CH2:14]1. Reactants: CC=1C=C(C(=O)OC)C=CC1C#C[Si](CC)(CC)CC (methyl 3-methyl-4-((triethylsilyl)ethynyl)benzoate), CCCC[N+](CCCC)(CCCC)CCCC.[F-] (TBAF). The solvent is C(C)(=O)OCC (ethyl acetate), O (water), C1CCOC1 (THF). Reaction conditions: temperature 0 celsius, time 1 hour. Yields the product C(#C)C1=C(C=C(C(=O)OC)C=C1)C (methyl 4-ethynyl-3-methylbenzoate). Reaction SMILES: [CH3:1][C:2]1[CH:3]=[C:4]([CH:9]=[CH:10][C:11]=1[C:12]#[C:13][Si](CC)(CC)CC)[C:5]([O:7][CH3:8])=[O:6].CCCC[N+](CCCC)(CCCC)CCCC.[F-]>C1COCC1.C(OCC)(=O)C.O>[C:12]([C:11]1[CH:10]=[CH:9][C:4]([C:5]([O:7][CH3:8])=[O:6])=[CH:3][C:2]=1[CH3:1])#[CH:13] |f:1.2|. Procedure: To a solution of methyl 3-methyl-4-((triethylsilyl)ethynyl)benzoate (from the previous step) (1.0 eq.) in THF (0.2 M), was added TBAF (0.2 eq.) slowly at 0° C. Then the reaction mixture was stirred at 0° C. for 1 hour. After warmed to ambient temperature, the reaction mixture was diluted with ethyl acetate and water. The two phases were separated, and the aqueous layer was extracted twice with ethyl acetate. The combined organic layers were washed with brine, dried over anhydrous MgSO4, and conc... The reactants are [H-].[Na+] (Sodium hydride), C1(=CC=CC=C1)C1=CC(NC2=NC=CC=C12)=O (4-phenyl-1,8-naphthyridin-2(1H)-one), C(C#C)Br (propargyl bromide), [Br-].[Li+] (lithium bromide). Run in [Cl-].[Na+].O (brine), O1CCOCC1 (dioxane). Run at temperature 110 celsius, time 30 minute. Yields the product C1(=CC=CC=C1)C1=CC(N(C2=NC=CC=C12)CC#C)=O (4-phenyl-1-propargyl-1,8-naphthyridin-2(1H)-one). Yield: 9.0%. Reaction SMILES: [H-].[Na+].[C:3]1([C:9]2[C:18]3[C:13](=[N:14][CH:15]=[CH:16][CH:17]=3)[NH:12][C:11](=[O:19])[CH:10]=2)[CH:8]=[CH:7][CH:6]=[CH:5][CH:4]=1.[CH2:20](Br)[C:21]#[CH:22].[Br-].[Li+]>[Cl-].[Na+].O.O1CCOCC1>[C:3]1([C:9]2[C:18]3[C:13](=[N:14][CH:15]=[CH:16][CH:17]=3)[N:12]([CH2:22][C:21]#[CH:20])[C:11](=[O:19])[CH:10]=2)[CH:4]=[CH:5][CH:6]=[CH:7][CH:8]=1 |f:0.1,4.5,6.7.8|. Procedure details: Sodium hydride (210 mg, 60% dispersion) was added to a dioxane solution (100 ml) of 4-phenyl-1,8-naphthyridin-2(1H)-one (1.01 g, 4.55 mmol), and the mixture was stirred at 110° C. for 30 minutes. After cooling to room temperature, propargyl bromide (650 mg, 5.46 mmol) and lithium bromide (830 mg, 9.55 mmol) were added, and the mixture was heated under reflux for 2 days. After cooling to room temperature, brine was added, and the mixture was extracted with chloroform. The organic layer was washed... Reactants: C1CCOC1, CC(C)(C)[O-], [K+], CC1CN(C(=O)OC(C)(C)C)CC(C)N1Cc1ccc(COc2cccc3c2CN(C(CCC(N)=O)C(=O)OC(C)(C)C)C3=O)cc1. The product is CC1CN(C(=O)OC(C)(C)C)CC(C)N1Cc1ccc(COc2cccc3c2CN(C2CCC(=O)NC2=O)C3=O)cc1. Reaction SMILES: [CH2:54]1[O:55][CH2:56][CH2:57][CH2:58]1.[CH3:48][C:49]([CH3:50])([O-:51])[CH3:52].[K+:53].[NH2:1][C:2]([CH2:3][CH2:4][CH:5]([C:6]([O:8][C:7]([CH3:9])([CH3:10])[CH3:11])=[O:12])[N:13]1[C:14](=[O:46])[c:15]2[cH:16][cH:17][cH:18][c:19]([O:22][CH2:23][c:24]3[cH:25][cH:26][c:27]([CH2:28][N:29]4[CH:30]([CH3:43])[CH2:31][N:32]([C:36](=[O:37])[O:38][C:39]([CH3:40])([CH3:41])[CH3:42])[CH2:33][CH:34]4[CH3:35])[cH:44][cH:45]3)[c:20]2[CH2:21]1)=[O:47]>>[NH:1]1[C:2](=[O:47])[CH2:3][CH2:4][CH:5]([N:13]2[C:14](=[O:46])[c:15]3[cH:16][cH:17][cH:18][c:19]([O:22][CH2:23][c:24]4[cH:25][cH:26][c:27]([CH2:28][N:29]5[CH:30]([CH3:43])[CH2:31][N:32]([C:36](=[O:37])[O:38][C:39]([CH3:40])([CH3:41])[CH3:42])[CH2:33][CH:34]5[CH3:35])[cH:44][cH:45]4)[c:20]3[CH2:21]2)[C:6]1=[O:8]. The reactants are ice water, COC1=CC=C(C=C1)[C@@H]1SC2=C(NC([C@@H]1O)=O)C=CC(=C2)C ((±)-cis-2-(4-methoxyphenyl)-3-hydroxy- 8-methyl-2,3-dihydro-1,5-benzothiazepin-4(5H)-one), [OH-].[K+] (potassium hydroxide), C(C1=CC=CC=C1)OC(=O)N(C)CCCl (2-(N-benzyloxycarbonyl-N-methylamino)ethyl chloride). Solvent: CS(=O)C (dimethylsulfoxide), CS(=O)C (dimethylsulfoxide). Reaction conditions: temperature 50 celsius, time 30 minute. Yields the product COC1=CC=C(C=C1)[C@@H]1SC2=C(N(C([C@@H]1O)=O)CCN(C)C(=O)OCC1=CC=CC=C1)C=CC(=C2)C ((+)-cis-2-(4-methoxyphenyl)-3-hydroxy-5-[2-(N-benzyloxycarbonyl-N-methylamino)ethyl]-8-methyl-2,3-dihydro-1,5-benzothiazepin-4(5H)-one). The yield is 91.8%. RXN SMILES: [CH3:1][O:2][C:3]1[CH:8]=[CH:7][C:6]([C@H:9]2[C@@H:15]([OH:16])[C:14](=[O:17])[NH:13][C:12]3[CH:18]=[CH:19][C:20]([CH3:22])=[CH:21][C:11]=3[S:10]2)=[CH:5][CH:4]=1.[OH-].[K+].[CH2:25]([O:32][C:33]([N:35]([CH2:37][CH2:38]Cl)[CH3:36])=[O:34])[C:26]1[CH:31]=[CH:30][CH:29]=[CH:28][CH:27]=1>CS(C)=O>[CH3:1][O:2][C:3]1[CH:8]=[CH:7][C:6]([C@H:9]2[C@@H:15]([OH:16])[C:14](=[O:17])[N:13]([CH2:38][CH2:37][N:35]([C:33]([O:32][CH2:25][C:26]3[CH:27]=[CH:28][CH:29]=[CH:30][CH:31]=3)=[O:34])[CH3:36])[C:12]3[CH:18]=[CH:19][C:20]([CH3:22])=[CH:21][C:11]=3[S:10]2)=[CH:5][CH:4]=1 |f:1.2|. Reported procedure: A mixture of 2 g of (±)-cis-2-(4-methoxyphenyl)-3-hydroxy- 8-methyl-2,3-dihydro-1,5-benzothiazepin-4(5H)-one, 0.42 g of powdered potassium hydroxide and 15 ml of dimethylsulfoxide is stirred at 50° C. for 30 minutes. A solution of 2.64 g of 2-(N-benzyloxycarbonyl-N-methylamino)ethyl chloride in 5 ml of dimethylsulfoxide is added to the mixture, and the mixture is stirred at 50° C. for 3 days. The mixture is poured into ice-water, and the aqueous mixture is extracted with ethyl acetate. The extra...